This data is from the Open Reaction Database (ORD), a public repository of structured organic reaction records. The task is: describe an organic reaction: reactants, conditions, products, and yield Starting materials: C(C1=CC=CC=C1)N1CCC(CC1)=O (1-benzyl-4-piperidone), aryl amine, C(C1=CC=CC=C1)N (benzylamine), C=O (paraformaldehyde), [Se]1CCC(CC1)=O (4-selenanone). Run in CO (methanol), C(C)(=O)O (acetic acid). The product is C(C1=CC=CC=C1)N1CC2CN(CC(C1)C2=O)CC2=CC=CC=C2 (N,N'-dibenzyl-3,7-diazabicyclo[3.3.1]nonan-9-one). As a reaction SMILES: [CH2:1]([N:8]1[CH2:13]CC(=O)CC1)[C:2]1[CH:7]=[CH:6][CH:5]=[CH:4][CH:3]=1.[Se]1[CH2:20][CH2:19][C:18](=[O:21])[CH2:17][CH2:16]1.[CH2:22]([NH2:29])[C:23]1[CH:28]=[CH:27][CH:26]=[CH:25][CH:24]=1.[CH2:30]=O>CO.C(O)(=O)C>[CH2:22]([N:29]1[CH2:30][CH:19]2[C:18](=[O:21])[CH:17]([CH2:13][N:8]([CH2:1][C:2]3[CH:3]=[CH:4][CH:5]=[CH:6][CH:7]=3)[CH2:20]2)[CH2:16]1)[C:23]1[CH:28]=[CH:27][CH:26]=[CH:25][CH:24]=1. Procedure: Reaction scheme C using 1-benzyl-4-piperidone (25) in a manner closely analogous to the previous reactions scheme A which used 4-selenanone as a reactant. As illustrated, the aryl amine (again benzylamine) and paraformaldehyde react in the presence of glacial acetic acid and methanol to produce the N,N'-dibenzyl-3,7-diazabicyclo[3.3.1]nonan-9-one (26). This diazabicyclo[3.3.1]nonan-9-one (26) is then converted to one of three derivatives by one of three separate reaction pathways. Using perchlor... Starting materials: C(C)(C)(C)OC(=O)NC(C(=O)O)CC1=CC=C(C=C1)[N+](=O)[O-] (2-t-butoxycarbonylamino-3-(4-nitrophenyl)propionic acid), C(Cl)Cl (methylene chloride), C(C)(C)(C)O (t-butanol), N,N-dimethylaminopyridine, Cl.C(C)N=C=NCCCN(C)C (1-ethyl-3-(3-dimethylaminopropyl)carbodiimide hydrochloride). Solvent: C(C)(=O)OCC (ethyl acetate). Run at time 4 day. The product is C(C)(C)(C)OC(C(CC1=CC=C(C=C1)[N+](=O)[O-])NC(=O)OC(C)(C)C)=O (2-t-butoxycarbonylamino-3-(4-nitrophenyl)propionic acid t-butyl ester). Yield: 97.0%. As a reaction SMILES: [C:1]([O:5][C:6]([NH:8][CH:9]([CH2:13][C:14]1[CH:19]=[CH:18][C:17]([N+:20]([O-:22])=[O:21])=[CH:16][CH:15]=1)[C:10]([OH:12])=[O:11])=[O:7])([CH3:4])([CH3:3])[CH3:2].C(Cl)Cl.[C:26](O)([CH3:29])([CH3:28])[CH3:27].Cl.C(N=C=NCCCN(C)C)C>C(OCC)(=O)C>[C:26]([O:11][C:10](=[O:12])[CH:9]([NH:8][C:6]([O:5][C:1]([CH3:4])([CH3:2])[CH3:3])=[O:7])[CH2:13][C:14]1[CH:19]=[CH:18][C:17]([N+:20]([O-:22])=[O:21])=[CH:16][CH:15]=1)([CH3:29])([CH3:28])[CH3:27] |f:3.4|. Procedure details: To a mixture of the compound (6.9 g) obtained in Example 63 and methylene chloride (70 ml) were added t-butanol (20 ml), N,N-dimethylaminopyridine (2.63 g) and 1-ethyl-3-(3-dimethylaminopropyl)carbodiimide hydrochloride (4.9 g) and the resulting mixture was stirred at room temperature for 4 days. The reaction mixture was diluted with ethyl acetate and washed successively with 2 N HCl and a saturated aqueous sodium chloride solution; the organic layer was dried with anhydrous sodium sulfate and t... Run in O (water). The product is ClC=1C(=CC2=C(SC(=C2)C2=C(C=CC=C2)C)C1Cl)O (6,7-dichloro-5-hydroxy-2-(2'-methylphenyl)benzo[b]thiophene). Starting materials: ClC=1C(=CC2=C(SC(=C2)C2=C(C=CC=C2)C)C1Cl)OC (6,7-dichloro-5-methoxy-2-(2'-methylphenyl)benzo[b]thiophene), Cl.N1=CC=CC=C1 (pyridine hydrochloride). Procedure: A mixture of 4.0 g of 6,7-dichloro-5-methoxy-2-(2'-methylphenyl)benzo[b]thiophene and 40 g of pyridine hydrochloride is heated at 200°-205° for 3 hrs. To the cooled mixture is added 250 ml of water and the aqueous mixture is extracted with three 200 ml-portions of ethyl ether. The organic layers are combined, washed dried over anhydrous magnesium sulfate, filtered and the solvent is removed. Recrystallization of the residue from ether-pentane gives 2.8 g of 6,7-dichloro-5-hydroxy-2-(2'-methylphe... Reaction SMILES: [Cl:1][C:2]1[C:3]([O:19]C)=[CH:4][C:5]2[CH:9]=[C:8]([C:10]3[CH:15]=[CH:14][CH:13]=[CH:12][C:11]=3[CH3:16])[S:7][C:6]=2[C:17]=1[Cl:18].Cl.N1C=CC=CC=1>O>[Cl:1][C:2]1[C:3]([OH:19])=[CH:4][C:5]2[CH:9]=[C:8]([C:10]3[CH:15]=[CH:14][CH:13]=[CH:12][C:11]=3[CH3:16])[S:7][C:6]=2[C:17]=1[Cl:18] |f:1.2|. The yield is 73.2%. Reactants: CC(C)(C)NS(=O)(=O)c1cccc(-c2cccc(-c3nc(-c4ccc(F)cc4)cc(C(F)(F)F)n3)c2)c1, ClCCl, O=C(O)C(F)(F)F. The product is NS(=O)(=O)c1cccc(-c2cccc(-c3nc(-c4ccc(F)cc4)cc(C(F)(F)F)n3)c2)c1. RXN SMILES: [C:1]([CH3:2])([CH3:3])([CH3:4])[NH:5][S:6](=[O:7])(=[O:8])[c:9]1[cH:10][c:11](-[c:15]2[cH:16][c:17](-[c:21]3[n:22][c:23]([C:34]([F:35])([F:36])[F:37])[cH:24][c:25](-[c:27]4[cH:28][cH:29][c:30]([F:33])[cH:31][cH:32]4)[n:26]3)[cH:18][cH:19][cH:20]2)[cH:12][cH:13][cH:14]1.[Cl:45][CH2:46][Cl:47].[F:38][C:39]([F:40])([F:41])[C:42]([OH:43])=[O:44]>>[NH2:5][S:6](=[O:7])(=[O:8])[c:9]1[cH:10][c:11](-[c:15]2[cH:16][c:17](-[c:21]3[n:22][c:23]([C:34]([F:35])([F:36])[F:37])[cH:24][c:25](-[c:27]4[cH:28][cH:29][c:30]([F:33])[cH:31][cH:32]4)[n:26]3)[cH:18][cH:19][cH:20]2)[cH:12][cH:13][cH:14]1. Run in C(C)(=O)OCC (ethyl acetate), O (water), O1CCOCC1 (1,4-dioxane), O (water). The reagents and catalysts are C=1C=CC(=CC1)/C=C/C(=O)/C=C/C2=CC=CC=C2.C=1C=CC(=CC1)/C=C/C(=O)/C=C/C2=CC=CC=C2.C=1C=CC(=CC1)/C=C/C(=O)/C=C/C2=CC=CC=C2.[Pd].[Pd] (tris(dibenzylideneacetone)dipalladium(0)). Procedure: To a solution of 4-bromo-6-fluoro-1-{3-fluoro-4-[(phenylmethyl)oxy]phenyl}-1H-indole (D17) (980 mg, 2.366 mmol) in 1,4-dioxane (20 mL) and water (20 mL) was added potassium hydroxide (531 mg, 9.46 mmol). The reaction mixture was purged with argon and then treated with 2-di-tert-butylphosphino-2′,4′,6′-triisopropylbiphenyl (60.3 mg, 0.142 mmol) and tris(dibenzylideneacetone)dipalladium(0) (43.3 mg, 0.047 mmol). The reaction mixture was heated at 90° C. for 1 hour. After cooling to room temperatur... Reactants: BrC1=C2C=CN(C2=CC(=C1)F)C1=CC(=C(C=C1)OCC1=CC=CC=C1)F (4-bromo-6-fluoro-1-{3-fluoro-4-[(phenylmethyl)oxy]phenyl}-1H-indole), [OH-].[K+] (potassium hydroxide), C(C)(C)(C)P(C1=C(C=CC=C1)C1=C(C=C(C=C1C(C)C)C(C)C)C(C)C)C(C)(C)C (2-di-tert-butylphosphino-2′,4′,6′-triisopropylbiphenyl), Cl (hydrochloric acid). Yields the product FC=1C=C(C=2C=CN(C2C1)C1=CC(=C(C=C1)OCC1=CC=CC=C1)F)O (6-Fluoro-1-{3-fluoro-4-[(phenylmethyl)oxy]phenyl}-1H-indol-4-ol). Yield: 46.0%. Conditions: temperature 90 celsius. As a reaction SMILES: Br[C:2]1[CH:10]=[C:9]([F:11])[CH:8]=[C:7]2[C:3]=1[CH:4]=[CH:5][N:6]2[C:12]1[CH:17]=[CH:16][C:15]([O:18][CH2:19][C:20]2[CH:25]=[CH:24][CH:23]=[CH:22][CH:21]=2)=[C:14]([F:26])[CH:13]=1.[OH-:27].[K+].C(P(C(C)(C)C)C1C=CC=CC=1C1C(C(C)C)=CC(C(C)C)=CC=1C(C)C)(C)(C)C.Cl>O1CCOCC1.O.C(OCC)(=O)C.C1C=CC(/C=C/C(/C=C/C2C=CC=CC=2)=O)=CC=1.C1C=CC(/C=C/C(/C=C/C2C=CC=CC=2)=O)=CC=1.C1C=CC(/C=C/C(/C=C/C2C=CC=CC=2)=O)=CC=1.[Pd].[Pd]>[F:11][C:9]1[CH:10]=[C:2]([OH:27])[C:3]2[CH:4]=[CH:5][N:6]([C:12]3[CH:17]=[CH:16][C:15]([O:18][CH2:19][C:20]4[CH:25]=[CH:24][CH:23]=[CH:22][CH:21]=4)=[C:14]([F:26])[CH:13]=3)[C:7]=2[CH:8]=1 |f:1.2,8.9.10.11.12|.